From a dataset of the Open Reaction Database (ORD), a public repository of structured organic reaction records. describe an organic reaction: reactants, conditions, products, and yield Starting materials: ClC1=C2C=CC(=NC2=NC=C1)C(F)(F)F (5-Chloro-2-trifluoromethyl[1,8]naphthyridine), FC1=C(C=C(C=C1)B1OC(C(O1)(C)C)(C)C)C1=C(C=NC=C1)F (4-[2-fluoro-5-(4,4,5,5-tetramethyl-[1,3,2]dioxaborolan-2-yl)phenyl]-3-fluoropyridine). Product: FC1=C(C=C(C=C1)C1=C2C=CC(=NC2=NC=C1)C(F)(F)F)C1=C(C=NC=C1)F (5-[4-fluoro-3-(3-fluoropyridin-4-yl)phenyl]-2-trifluoromethyl[1,8]naphthyridine). The yield is 38.7%. RXN SMILES: Cl[C:2]1[CH:11]=[CH:10][N:9]=[C:8]2[C:3]=1[CH:4]=[CH:5][C:6]([C:12]([F:15])([F:14])[F:13])=[N:7]2.[F:16][C:17]1[CH:22]=[CH:21][C:20](B2OC(C)(C)C(C)(C)O2)=[CH:19][C:18]=1[C:32]1[CH:37]=[CH:36][N:35]=[CH:34][C:33]=1[F:38]>>[F:16][C:17]1[CH:22]=[CH:21][C:20]([C:2]2[CH:11]=[CH:10][N:9]=[C:8]3[C:3]=2[CH:4]=[CH:5][C:6]([C:12]([F:15])([F:14])[F:13])=[N:7]3)=[CH:19][C:18]=1[C:32]1[CH:37]=[CH:36][N:35]=[CH:34][C:33]=1[F:38]. Procedure: 5-Chloro-2-trifluoromethyl[1,8]naphthyridine (50 mg, 0.22 mmol) was coupled to 4-[2-fluoro-5-(4,4,5,5-tetramethyl-[1,3,2]dioxaborolan-2-yl)phenyl]-3-fluoropyridine (89 mg, 0.28 mmol) as described in Example 7 part g), affording 5-[4-fluoro-3-(3-fluoropyridin-4-yl)phenyl]-2-trifluoromethyl[1,8]naphthyridine (33 mg, 40%). δH (360 MHz, CDCl3) 7.43-7.49 (2H, m), 7.58-7.61 (3H, m), 7.86 (1H, d, J 8.8), 8.55 (2H, dd, J 6.0 and 2.1), 8.63 (1H, d, J 1.8), 9.30 (1H, d, J 4.2). m/z (ES+) 388 [MH]+. The reactants are CS(=O)(=O)OCCCCCCCOC1=CC=CC=C1 (7-(phenyloxy)-1-heptyl methanesulfonate), C(C1=CN=CC=C1)(=O)O (nicotinic acid), C([O-])([O-])=O.[K+].[K+] (Potassium carbonate). The solvent is C(C)(=O)OCC (ethyl acetate), CN(C=O)C (dimethyl formamide). Reaction conditions: temperature 52.5 celsius. The product is C(C1=CN=CC=C1)(=O)OCCCCCCCOC1=CC=CC=C1 (7-(phenyloxy)-1-heptyl nicotinate). Isolated yield 80.3%. As a reaction SMILES: CS([O:5][CH2:6][CH2:7][CH2:8][CH2:9][CH2:10][CH2:11][CH2:12][O:13][C:14]1[CH:19]=[CH:18][CH:17]=[CH:16][CH:15]=1)(=O)=O.[C:20](O)(=[O:27])[C:21]1[CH:26]=[CH:25][CH:24]=[N:23][CH:22]=1.C(=O)([O-])[O-].[K+].[K+]>CN(C)C=O.C(OCC)(=O)C>[C:20]([O:5][CH2:6][CH2:7][CH2:8][CH2:9][CH2:10][CH2:11][CH2:12][O:13][C:14]1[CH:19]=[CH:18][CH:17]=[CH:16][CH:15]=1)(=[O:27])[C:21]1[CH:26]=[CH:25][CH:24]=[N:23][CH:22]=1 |f:2.3.4|. Procedure details: A solution of 7-(phenyloxy)-1-heptyl methanesulfonate (0.2 g, 0.699 mmol) and nicotinic acid (0.173 g, 1.41 mmol) in anhydrous dimethyl formamide (15 mL) was placed in a 25 mL round bottomed flask. Potassium carbonate (0.097 g, 0.702 mmol) was added to this solution and the reaction mixture was heated at 50-55° C. using an oil bath for a period of 16 hours. It was then allowed to attain room temperature diluted with ethyl acetate (40 mL) and quenched with saturated NH4Cl containing ice (20 mL). ... The reactants are N1(CCOCC1)CCOC=1C=C(C=CC1)CC#N (2-[3-(2-morpholin-4-ylethoxy)phenyl]acetonitrile), C1(=CC=CC=C1)N(C=N)C1=CC=CC=C1 (N,N-diphenylformamidine). Run in C=1(C(=CC=CC1)C)C (xylene), CCCCCC (hexane). Reaction conditions: temperature 100 celsius, time 3 hour. Product: C1(=CC=CC=C1)NC=CC#N (3-phenylaminoacrylonitrile). Yield: 170.8%. Reaction SMILES: [N:1]1(CCOC2C=C(CC#N)C=CC=2)CCOCC1.[C:19]1([N:25]([C:28]2[CH:33]=[CH:32]C=CC=2)C=N)[CH:24]=[CH:23][CH:22]=[CH:21][CH:20]=1>C1(C)C(C)=CC=CC=1.CCCCCC>[C:19]1([NH:25][CH:28]=[CH:33][C:32]#[N:1])[CH:20]=[CH:21][CH:22]=[CH:23][CH:24]=1. Procedure: A mixture of 2-[3-(2-morpholin-4-ylethoxy)phenyl]acetonitrile (5.0 g) and N,N-diphenylformamidine (5.0 g, 25.5 mmol) in xylene (150 ml). was heated at 100° C. under a nitrogen atmosphere. After 3 h, the reaction mixture was cooled to room temperature and diluted with hexane to give 2-|3-(2-morpholin-4-ylethoxy)benzoyl[-3-phenylaminoacrylonitrile (5.0 g) as a solid. The reactants are COC(C1=CC(=C(C=C1)NCC)N)=O (3-amino-4-ethylamino-benzoic acid methyl ester), C(CCl)Cl (EDC), NC=1SC2=C(N1)C=CC(=C2)Cl (2-amino-6-chloro-benzothiazole), C(=S)(N1C=NC=C1)N1C=NC=C1 (1,1′-thiocarbonyldiimidazole). Run in CN(C)C=O (DMF). The product is COC(=O)C1=CC2=C(N(C(=N2)NC=2SC3=C(N2)C=CC(=C3)Cl)CC)C=C1 (2-(6-Chloro-benzothiazol-2-ylamino)-1-ethyl-1H-benzoimidazole-5-carboxylic acid methyl ester). Yield: 44.2%. As a reaction SMILES: [CH3:1][O:2][C:3](=[O:14])[C:4]1[CH:9]=[CH:8][C:7]([NH:10][CH2:11][CH3:12])=[C:6]([NH2:13])[CH:5]=1.[NH2:15][C:16]1[S:17][C:18]2[CH:24]=[C:23]([Cl:25])[CH:22]=[CH:21][C:19]=2[N:20]=1.[C:26](N1C=CN=C1)(N1C=CN=C1)=S.C(Cl)CCl>CN(C=O)C>[CH3:1][O:2][C:3]([C:4]1[CH:9]=[CH:8][C:7]2[N:10]([CH2:11][CH3:12])[C:26]([NH:15][C:16]3[S:17][C:18]4[CH:24]=[C:23]([Cl:25])[CH:22]=[CH:21][C:19]=4[N:20]=3)=[N:13][C:6]=2[CH:5]=1)=[O:14]. Reported procedure: 2-(6-Chloro-benzothiazol-2-ylamino)-1-ethyl-1H-benzoimidazole-5-carboxylic acid methyl ester (926.0 mg) was prepared by following General Procedure D starting from 3-amino-4-ethylamino-benzoic acid methyl ester (1.06 g), 2-amino-6-chloro-benzothiazole (1.0 g), 1,1′-thiocarbonyldiimidazole (979.0 mg), and EDC (1.05 g) in DMF (5.0 mL). The reactants are OCC=1OC=C(C(C1)=O)OCCCCCCCCCCCCCCCCCC (2-hydroxymethyl-5 octadecyloxy-4-pyranone), Cl (hydrochloric acid), NC1=CC=CC=C1 (aniline). Run in O (water). Yields the product OCC=1N(C=C(C(C1)=O)OCCCCCCCCCCCCCCCCCC)C1=CC=CC=C1 (2-Hydroxymethyl-5-octadecyloxy 1-phenyl-4(1H)-pyridone). As a reaction SMILES: [OH:1][CH2:2][C:3]1O[CH:5]=[C:6]([O:10][CH2:11][CH2:12][CH2:13][CH2:14][CH2:15][CH2:16][CH2:17][CH2:18][CH2:19][CH2:20][CH2:21][CH2:22][CH2:23][CH2:24][CH2:25][CH2:26][CH2:27][CH3:28])[C:7](=[O:9])[CH:8]=1.Cl.[NH2:30][C:31]1[CH:36]=[CH:35][CH:34]=[CH:33][CH:32]=1>O>[OH:1][CH2:2][C:3]1[N:30]([C:31]2[CH:36]=[CH:35][CH:34]=[CH:33][CH:32]=2)[CH:5]=[C:6]([O:10][CH2:11][CH2:12][CH2:13][CH2:14][CH2:15][CH2:16][CH2:17][CH2:18][CH2:19][CH2:20][CH2:21][CH2:22][CH2:23][CH2:24][CH2:25][CH2:26][CH2:27][CH3:28])[C:7](=[O:9])[CH:8]=1. Procedure details: 5.0 g (12 mMole) 2-hydroxymethyl-5 octadecyloxy-4-pyranone are suspended in 90 mL water and 2 mL concentrated hydrochloric acid and mixed with 4.0 g (43 mMole) aniline. The mixture is heated under reflux for 24 hours, cooled and the precipitate formed is separated from the aqueous solution and recrystallized from ethyl acetate, an almost colorless product being obtained; m.p. 67°-72° C. In a manner analogous to that described in Example 30, there is obtained the following compound: